Dataset: the Open Reaction Database (ORD), a public repository of structured organic reaction records. Task: describe an organic reaction: reactants, conditions, products, and yield The reactants are C1(=CC=CC=C1)CN1CCC(CC1)=O (1-phenylmethyl-4-piperidone), Cl.C(C)N (ethylamine hydrochloride), [OH-].[Na+] (Sodium hydroxide), C(C)(=O)O[BH-](OC(C)=O)OC(C)=O.[Na+] (Sodium triacetoxyborohydride). The solvent is C1CCOC1 (THF), CO (methanol). Run at time 10 minute. The product is C1(=CC=CC=C1)CN1CCC(CC1)NCC (1-phenylmethyl-4-ethylaminopiperidine). As a reaction SMILES: [C:1]1([CH2:7][N:8]2[CH2:13][CH2:12][C:11](=O)[CH2:10][CH2:9]2)[CH:6]=[CH:5][CH:4]=[CH:3][CH:2]=1.Cl.[CH2:16]([NH2:18])[CH3:17].C(O[BH-](OC(=O)C)OC(=O)C)(=O)C.[Na+].[OH-].[Na+]>C1COCC1.CO>[C:1]1([CH2:7][N:8]2[CH2:13][CH2:12][CH:11]([NH:18][CH2:16][CH3:17])[CH2:10][CH2:9]2)[CH:6]=[CH:5][CH:4]=[CH:3][CH:2]=1 |f:1.2,3.4,5.6|. Procedure: To a solution of 1-phenylmethyl-4-piperidone (25.0 g, 132 mmol) in THF (250 mL) was added ethylamine hydrochloride (12.0 g, 147 mol) and methanol (50 mL) and the resulting mixture stirred at room temperature for 10 min. Sodium triacetoxyborohydride (40 g, 189 mmol) was added portionwise and the resulting mixture stirred at room temperature for 1 h. 2M Sodium hydroxide solution (250 mL) was added and the resulting mixture extracted with diethyl ether. The organic extracts were dried (K2CO3) and e... The reactants are Cl, COC(=O)C(N)C(=O)OC, O=C(Cl)OC(Cl)(Cl)Cl, C1COCCO1. The product is COC(=O)C(N=C=O)C(=O)OC. RXN SMILES: [ClH:9].[NH2:10][CH:11]([C:12](=[O:13])[O:14][CH3:15])[C:16](=[O:17])[O:18][CH3:19].[O:1]=[C:2]([Cl:3])[O:4][C:5]([Cl:6])([Cl:7])[Cl:8].[O:20]1[CH2:21][CH2:22][O:23][CH2:24][CH2:25]1>>[O:1]=[C:2]=[N:10][CH:11]([C:12](=[O:13])[O:14][CH3:15])[C:16](=[O:17])[O:18][CH3:19]. Reactants: CC1OC1(Cn1cncn1)c1ccc(F)cc1F, O=c1[nH]ncn1-c1ccc(Cn2nccn2)cc1. Yields the product CC(n1ncn(-c2ccc(Cn3nccn3)cc2)c1=O)C(O)(Cn1cncn1)c1ccc(F)cc1F. As a reaction SMILES: [F:1][c:2]1[c:3]([C:9]2([CH2:13][n:14]3[n:15][cH:16][n:17][cH:18]3)[O:10][CH:11]2[CH3:12])[cH:4][cH:5][c:6]([F:8])[cH:7]1.[n:19]1[n:20]([CH2:24][c:25]2[cH:26][cH:27][c:28](-[n:31]3[c:32](=[O:36])[nH:33][n:34][cH:35]3)[cH:29][cH:30]2)[n:21][cH:22][cH:23]1>>[F:1][c:2]1[c:3]([C:9]([OH:10])([CH:11]([CH3:12])[n:33]2[c:32](=[O:36])[n:31](-[c:28]3[cH:27][cH:26][c:25]([CH2:24][n:20]4[n:19][cH:23][cH:22][n:21]4)[cH:30][cH:29]3)[cH:35][n:34]2)[CH2:13][n:14]2[n:15][cH:16][n:17][cH:18]2)[cH:4][cH:5][c:6]([F:8])[cH:7]1. The reactants are Example 35, C1CCOC1 (THF), C1CCOC1 (THF), [I-] (iodide), C(C1=CC=CC=C1)[Mg]Cl (benzylmagnesium chloride). Reagents/catalysts: [Cu]I (copper (I) iodide). The solvent is CCOCC (ether), [NH4+].[Cl-] (NH4Cl). Run at temperature 0 celsius, time 1 hour. The product is CC(=CCCCO)CCCCC1=CC=CC=C1 (5-Methyl-9-phenyl-non-4-en-1-ol). Yield: 99.0%. RXN SMILES: [I-].[CH2:2]([Mg]Cl)[C:3]1[CH:8]=[CH:7][CH:6]=[CH:5][CH:4]=1.[CH2:11]1[CH2:15][O:14][CH2:13][CH2:12]1>CCOCC.[NH4+].[Cl-].[Cu]I>[CH3:5][C:4]([CH2:3][CH2:8][CH2:7][CH2:2][C:3]1[CH:8]=[CH:7][CH:6]=[CH:5][CH:4]=1)=[CH:13][CH2:12][CH2:11][CH2:15][OH:14] |f:4.5|. Procedure details: To a solution of 1.5 g (4.26 mmol) of the Example 35, Part B iodide in 10 mL of THF at 0° C. was added 12.9 mL (25.8 mmol) of benzylmagnesium chloride in THF (purchased from Aldrich Chemical) followed by 10 mg (catalyst) of copper (I) iodide. The reaction was stirred at 0° C. for 1 h, and at room temperature for 3 h. The reaction was diluted with ether and aqueous NH4Cl solution. The organic fraction was washed with water and brine, dried (MgSO4) and concentrated to provide 2.70 g of a crude oil... Starting materials: C[Mg]Br (Methylmagnesium bromide), FC1=CC=C(C=C1)[C@@H]1CC(C[C@H]2CCCC(N12)=O)=O ((4S*,9aR*)-4-(4-fluorophenyl)hexahydroquinolizine-2,6-dione), C[Mg]Br (methylmagnesium bromide), [Cl-].[NH4+] (ammonium chloride), C(C)(=O)OCC (ethyl acetate). Run in C1CCOC1 (THF). Conditions: time 50 minute. Yields the product FC1=CC=C(C=C1)[C@H]1N2C(CCC[C@@H]2C[C@@](C1)(C)O)=O ((6S*,8R*,9aR*)-6-(4-fluorophenyl)-8-hydroxy-8-methyloctahydroquinolizin-4-one). As a reaction SMILES: C[Mg]Br.[F:4][C:5]1[CH:10]=[CH:9][C:8]([C@H:11]2[N:20]3[C@H:15]([CH2:16][CH2:17][CH2:18][C:19]3=[O:21])[CH2:14][C:13](=[O:22])[CH2:12]2)=[CH:7][CH:6]=1.[Cl-].[NH4+].[C:25](OCC)(=O)C>C1COCC1>[F:4][C:5]1[CH:6]=[CH:7][C:8]([C@@H:11]2[CH2:12][C@@:13]([OH:22])([CH3:25])[CH2:14][C@@H:15]3[N:20]2[C:19](=[O:21])[CH2:18][CH2:17][CH2:16]3)=[CH:9][CH:10]=1 |f:2.3|. Reported procedure: Methylmagnesium bromide (0.96 M solution in THF, 5.98 mL) was added to a solution of (4S*,9aR*)-4-(4-fluorophenyl)hexahydroquinolizine-2,6-dione (1.0 g) in THF (15 mL) under ice-cooling, and the reaction solution was stirred for 50 minutes. Because the starting material did not disappear, methylmagnesium bromide (0.96 M solution in THF, 5.98 mL) was further added to the reaction solution, which was then stirred for 30 minutes. A saturated ammonium chloride solution and ethyl acetate were added t... Reactants: CC=1C=C(C(=O)OCCC(CN2C(=NC=C2)C(C2=CC(=CC(=C2)C)C)=O)C2=CC(=C(C=C2)Cl)Cl)C=C(C1)C (3-(3,4-Dichlorophenyl)-4-[2-(3,5-dimethylbenzoyl)imidazol-1-yl]butyl 3,5-dimethylbenzoate), [OH-].[Na+] (sodium hydroxide). Run in CO (methanol), CO (methanol). Reaction conditions: time 8 hour. Product: ClC=1C=C(C=CC1Cl)C(CCO)CN1C(=NC=C1)C(C1=CC(=CC(=C1)C)C)=O (3-(3,4-dichlorophenyl)-4-[2-(3,5-dimethylbenzoyl)imidazol-1-yl]butan-1-ol). Yield: 94.9%. RXN SMILES: CC1C=C(C=C(C)C=1)C([O:7][CH2:8][CH2:9][CH:10]([C:27]1[CH:32]=[CH:31][C:30]([Cl:33])=[C:29]([Cl:34])[CH:28]=1)[CH2:11][N:12]1[CH:16]=[CH:15][N:14]=[C:13]1[C:17](=[O:26])[C:18]1[CH:23]=[C:22]([CH3:24])[CH:21]=[C:20]([CH3:25])[CH:19]=1)=O.[OH-].[Na+]>CO>[Cl:34][C:29]1[CH:28]=[C:27]([CH:10]([CH2:11][N:12]2[CH:16]=[CH:15][N:14]=[C:13]2[C:17](=[O:26])[C:18]2[CH:19]=[C:20]([CH3:25])[CH:21]=[C:22]([CH3:24])[CH:23]=2)[CH2:9][CH2:8][OH:7])[CH:32]=[CH:31][C:30]=1[Cl:33] |f:1.2|. Procedure details: 3-(3,4-Dichlorophenyl)-4-[2-(3,5-dimethylbenzoyl)imidazol-1-yl]butyl 3,5-dimethylbenzoate (0.93 g) (see Preparation 31) was dissolved in methanol (10 ml) and 2N aqueous sodium hydroxide solution (2 ml) added. A thick gum formed, additional methanol was added (50 ml) and the resulting suspension stirred at room temperature overnight. The methanol was then removed under reduced pressure and the residue partitioned between dichloromethane (50 ml) and water (10 ml). The organic phase was separated, ... Starting materials: ClC=1C(=C(C(=O)NC)C=CC1)NC1=NC(=NC=C1Cl)Cl (3-Chloro-2-(2,5-dichloro-pyrimidin-4-ylamino)-N-methyl-benzamide), NC1=CC2=C(NC(CCC2(C)C)=O)C=C1 (7-Amino-5,5-dimethyl-1,3,4,5-tetrahydro-benzo[b]azepin-2-one), Cl (HCl). Run in O1CCOCC1 (dioxane), COCCO (2-methoxyethanol). Product: ClC=1C(=C(C(=O)NC)C=CC1)NC1=NC(=NC=C1Cl)NC1=CC2=C(NC(CCC2(C)C)=O)C=C1 (3-Chloro-2-[5-chloro-2-(5,5-dimethyl-2-oxo-2,3,4,5-tetrahydro-1H-benzo[b]azepin-7-ylamino)-pyrimidin-4-ylamino]-N-methyl-benzamide). Reaction SMILES: [Cl:1][C:2]1[C:3]([NH:12][C:13]2[C:18]([Cl:19])=[CH:17][N:16]=[C:15](Cl)[N:14]=2)=[C:4]([CH:9]=[CH:10][CH:11]=1)[C:5]([NH:7][CH3:8])=[O:6].[NH2:21][C:22]1[CH:35]=[CH:34][C:25]2[NH:26][C:27](=[O:33])[CH2:28][CH2:29][C:30]([CH3:32])([CH3:31])[C:24]=2[CH:23]=1.Cl>O1CCOCC1.COCCO>[Cl:1][C:2]1[C:3]([NH:12][C:13]2[C:18]([Cl:19])=[CH:17][N:16]=[C:15]([NH:21][C:22]3[CH:35]=[CH:34][C:25]4[NH:26][C:27](=[O:33])[CH2:28][CH2:29][C:30]([CH3:32])([CH3:31])[C:24]=4[CH:23]=3)[N:14]=2)=[C:4]([CH:9]=[CH:10][CH:11]=1)[C:5]([NH:7][CH3:8])=[O:6]. Reported procedure: Combined 3-Chloro-2-(2,5-dichloro-pyrimidin-4-ylamino)-N-methyl-benzamide (100 mg, 0.3015 mmol), 7-Amino-5,5-dimethyl-1,3,4,5-tetrahydro-benzo[b]azepin-2-one (75 mg, 0.367 mmol), 4 N HCl in dioxane (76 ul) and 2-methoxyethanol (4 mL). Heated reaction to 120° C. for 1.5 hours. Let reaction cool to room temperature and evaporated off solvent. Purified with normal phase and reverse phase chromatography to yield a white solid, 3-Chloro-2-[5-chloro-2-(5,5-dimethyl-2-oxo-2,3,4,5-tetrahydro-1H-benzo[b]... Reactants: CCc1ccc(Cc2cc(Br)c(O)cc2Cl)cc1, CC(C)(C)[O-], CC#N, [Cl-], O=S(=O)(OCCOC(F)(F)F)C(F)(F)F, [K+], [NH4+]. The product is CCc1ccc(Cc2cc(Br)c(OCCOC(F)(F)F)cc2Cl)cc1. Reaction SMILES: [Br:1][c:2]1[c:3]([OH:18])[cH:4][c:5]([Cl:17])[c:6]([CH2:8][c:9]2[cH:10][cH:11][c:12]([CH2:15][CH3:16])[cH:13][cH:14]2)[cH:7]1.[CH3:19][C:20]([CH3:21])([O-:22])[CH3:23].[CH3:42][C:43]#[N:44].[Cl-:40].[F:25][C:26]([F:27])([F:28])[S:29]([O:30][CH2:31][CH2:32][O:33][C:34]([F:35])([F:36])[F:37])(=[O:38])=[O:39].[K+:24].[NH4+:41]>>[Br:1][c:2]1[c:3]([O:18][CH2:31][CH2:32][O:33][C:34]([F:35])([F:36])[F:37])[cH:4][c:5]([Cl:17])[c:6]([CH2:8][c:9]2[cH:10][cH:11][c:12]([CH2:15][CH3:16])[cH:13][cH:14]2)[cH:7]1. Starting materials: N1=CN=CC(=C1)C(C)(C)N1CCC(CC1)=O (1-(2-(5-pyrimidinyl)-prop-2-yl)-4-oxopiperidine), O=C1NC2=C(N1C1CCNCC1)C=CC=C2 (4-(2-oxo-1-benzimidazolinyl)piperidine), ClCCCl (1,2-dichloroethane), C(C)(=O)O[BH-](OC(C)=O)OC(C)=O.[Na+] (sodium triacetoxyborohydride), CO3. The solvent is C(C)(=O)O (acetic acid), ClCCl (dichloromethane). Conditions: time 48 hour. Yields the product N1=CN=CC(=C1)C(C)(C)N1CCC(CC1)N1CCC(CC1)N1C(NC2=C1C=CC=C2)=O (1,3-dihydro-1-(1-{1-[2-(5-pyrimidinyl)-prop-2-yl]piperidin-4-yl}piperidin-4-yl)-2H-benzimidazol-2-one). The yield is 46.3%. Reaction SMILES: [N:1]1[CH:6]=[C:5]([C:7]([N:10]2[CH2:15][CH2:14][C:13](=O)[CH2:12][CH2:11]2)([CH3:9])[CH3:8])[CH:4]=[N:3][CH:2]=1.[O:17]=[C:18]1[N:22]([CH:23]2[CH2:28][CH2:27][NH:26][CH2:25][CH2:24]2)[C:21]2[CH:29]=[CH:30][CH:31]=[CH:32][C:20]=2[NH:19]1.ClCCCl.C(O[BH-](OC(=O)C)OC(=O)C)(=O)C.[Na+]>ClCCl.C(O)(=O)C>[N:1]1[CH:6]=[C:5]([C:7]([N:10]2[CH2:15][CH2:14][CH:13]([N:26]3[CH2:25][CH2:24][CH:23]([N:22]4[C:21]5[CH:29]=[CH:30][CH:31]=[CH:32][C:20]=5[NH:19][C:18]4=[O:17])[CH2:28][CH2:27]3)[CH2:12][CH2:11]2)([CH3:9])[CH3:8])[CH:4]=[N:3][CH:2]=1 |f:3.4|. Procedure: A mixture of 1-(2-(5-pyrimidinyl)-prop-2-yl)-4-oxopiperidine (117 mg), 4-(2-oxo-1-benzimidazolinyl)piperidine (128 mg), 1,2-dichloroethane (2.5 mL), glacial acetic acid (0.031 mL) and sodium triacetoxyborohydride (170 mg) was stirred at room temperature for 48 h. The reaction mixture was poured into dichloromethane (15 mL) and saturated aqueous Na2 CO3 (8 mL) and the layers separated. The aqueous layer was extracted with dichloromethane (2×15 mL) and the combined organic layers dried over Na2SO4...